The task is: describe an organic reaction: reactants, conditions, products, and yield. This data is from the Open Reaction Database (ORD), a public repository of structured organic reaction records. The reactants are C1COCCO1, CC(C)(C)[O-], CC1(C)c2cccc(P(c3ccccc3)c3ccccc3)c2Oc2c(P(c3ccccc3)c3ccccc3)cccc21, CN1CCc2cccc(Nc3cc(Cl)ncc3F)c2C1=O, Cl, Cl, Nc1cnn(CC(=O)O)c1, [Na+], O=C(C=Cc1ccccc1)C=Cc1ccccc1, O=C(C=Cc1ccccc1)C=Cc1ccccc1, O=C(C=Cc1ccccc1)C=Cc1ccccc1, [Pd], [Pd]. Product: CN1CCc2cccc(Nc3cc(Nc4cnn(CC(=O)O)c4)ncc3F)c2C1=O. RXN SMILES: [CH2:82]1[O:83][CH2:84][CH2:85][O:86][CH2:87]1.[CH3:1][C:2]([CH3:3])([O-:4])[CH3:5].[CH3:40][C:41]1([CH3:42])[c:43]2[cH:44][cH:45][cH:46][c:47]([P:48]([c:49]3[cH:50][cH:51][cH:52][cH:53][cH:54]3)[c:55]3[cH:56][cH:57][cH:58][cH:59][cH:60]3)[c:61]2[O:62][c:63]2[c:64]1[cH:65][cH:66][cH:67][c:68]2[P:69]([c:70]1[cH:71][cH:72][cH:73][cH:74][cH:75]1)[c:76]1[cH:77][cH:78][cH:79][cH:80][cH:81]1.[Cl:19][c:20]1[n:21][cH:22][c:23]([F:39])[c:24]([NH:26][c:27]2[cH:28][cH:29][cH:30][c:31]3[c:36]2[C:35](=[O:37])[N:34]([CH3:38])[CH2:33][CH2:32]3)[cH:25]1.[ClH:7].[ClH:8].[NH2:9][c:10]1[cH:11][n:12][n:13]([CH2:15][C:16](=[O:17])[OH:18])[cH:14]1.[Na+:6].[O:108]=[C:109]([CH:110]=[CH:111][c:112]1[cH:113][cH:114][cH:115][cH:116][cH:117]1)[CH:118]=[CH:119][c:120]1[cH:121][cH:122][cH:123][cH:124][cH:125]1.[O:126]=[C:127]([CH:128]=[CH:129][c:130]1[cH:131][cH:132][cH:133][cH:134][cH:135]1)[CH:136]=[CH:137][c:138]1[cH:139][cH:140][cH:141][cH:142][cH:143]1.[O:90]=[C:91]([CH:92]=[CH:93][c:94]1[cH:95][cH:96][cH:97][cH:98][cH:99]1)[CH:100]=[CH:101][c:102]1[cH:103][cH:104][cH:105][cH:106][cH:107]1.[Pd:88].[Pd:89]>>[NH:9]([c:10]1[cH:11][n:12][n:13]([CH2:15][C:16](=[O:17])[OH:18])[cH:14]1)[c:20]1[n:21][cH:22][c:23]([F:39])[c:24]([NH:26][c:27]2[cH:28][cH:29][cH:30][c:31]3[c:36]2[C:35](=[O:37])[N:34]([CH3:38])[CH2:33][CH2:32]3)[cH:25]1.